This data is from the Open Reaction Database (ORD), a public repository of structured organic reaction records. The task is: describe an organic reaction: reactants, conditions, products, and yield Yields the product C(C)(C)(C)NS(=O)(=O)CCCCOC(C)=O (N-tert-butyl-4-acetoxybutanesulfonamide). The reactants are crude product, C(C)(C)(C)NS(=O)(=O)CCCCO (N-tert-butyl-4-hydroxybutanesulfonamide), C(C)(=O)OC(C)=O (acetic anhydride). Procedure: A crude product (1.17 g) of N-tert-butyl-4-hydroxybutanesulfonamide was dissolved in pyridine (3.0 ml) and acetic anhydride (1.5 ml) was added, and the mixture was left standing at room temperature for 1 hr. The reaction mixture was concentrated to dryness under reduced pressure and the residue was partitioned between ethyl acetate and 1N hydrochloric acid. The organic layer was washed once with water and once with saturated brine, dried over magnesium sulfate and concentrated to dryness under r... Solvent: N1=CC=CC=C1 (pyridine). Reaction SMILES: [C:1]([NH:5][S:6]([CH2:9][CH2:10][CH2:11][CH2:12][OH:13])(=[O:8])=[O:7])([CH3:4])([CH3:3])[CH3:2].[C:14](OC(=O)C)(=[O:16])[CH3:15]>N1C=CC=CC=1>[C:1]([NH:5][S:6]([CH2:9][CH2:10][CH2:11][CH2:12][O:13][C:14](=[O:16])[CH3:15])(=[O:7])=[O:8])([CH3:4])([CH3:3])[CH3:2]. Reaction conditions: time 1 hour. Reactants: CNS(=O)(=O)C=1C=C2CC(NC2=CC1)=O (2-Oxo-2,3-dihydro-1H-indole-5-sulfonic acid methylamide), N1(CCCC1)CCOC=1C=C2C=C(NC2=CC1)C=O (5-(2-pyrrolidin-1-yl-ethoxy)-1H-indole-2-carbaldehyde). The product is CNS(=O)(=O)C=1C=C2C(C(NC2=CC1)=O)=CC=1NC2=CC=C(C=C2C1)OCCN1CCCC1 (2-Oxo-3-[5-(2-pyrrolidin-1-yl-ethoxy)-1H-indol-2-ylmethylene]-2,3-dihydro-1H-indole-5-sulfonic acid methylamide). As a reaction SMILES: [CH3:1][NH:2][S:3]([C:6]1[CH:7]=[C:8]2[C:12](=[CH:13][CH:14]=1)[NH:11][C:10](=[O:15])[CH2:9]2)(=[O:5])=[O:4].[N:16]1([CH2:21][CH2:22][O:23][C:24]2[CH:25]=[C:26]3[C:30](=[CH:31][CH:32]=2)[NH:29][C:28]([CH:33]=O)=[CH:27]3)[CH2:20][CH2:19][CH2:18][CH2:17]1>>[CH3:1][NH:2][S:3]([C:6]1[CH:7]=[C:8]2[C:12](=[CH:13][CH:14]=1)[NH:11][C:10](=[O:15])[C:9]2=[CH:33][C:28]1[NH:29][C:30]2[C:26]([CH:27]=1)=[CH:25][C:24]([O:23][CH2:22][CH2:21][N:16]1[CH2:20][CH2:19][CH2:18][CH2:17]1)=[CH:32][CH:31]=2)(=[O:5])=[O:4]. Procedure: 2-Oxo-2,3-dihydro-1H-indole-5-sulfonic acid methylamide was condensed with 5-(2-pyrrolidin-1-yl-ethoxy)-1H-indole-2-carbaldehyde to give the title compound. The reactants are [Si](C)(C)(C(C)(C)C)O[C@H](C)[C@H]1C(N[C@@H]1CC(C=P(C1=CC=CC=C1)(C1=CC=CC=C1)C1=CC=CC=C1)=O)=O ((3S,4R)-3-[(1R)-1-t-butyldimethylsilyloxyethyl]-4-(3-triphenylphosphoranylidene-2-oxopropyl)-2-oxoazetidine), C(C=C)OC(=O)N1[C@@H](CCC1)C=O ((2S)-1-allyloxycarbonyl-2-formylpyrrolidine), C(C)(=O)OCC (ethyl acetate). Run in C1(=CC=CC=C1)C (toluene). Conditions: time 3 hour. The product is C(C=C)OC(=O)N1[C@@H](CCC1)/C=C/C(C[C@@H]1[C@H](C(N1)=O)[C@@H](C)O[Si](C)(C)C(C)(C)C)=O ((3S,4R)-4-[(E)-4-{(2S)-1-allyloxycarbonylpyrrolidin-2-yl}-2-oxo-3-butenyl]-3-[(1R)-1-t-butyldimethylsilyloxyethyl]-2-oxoazetidine). Yield: 63.0%. RXN SMILES: [Si:1]([O:8][C@@H:9]([C@@H:11]1[C@@H:14]([CH2:15][C:16](=[O:37])[CH:17]=P(C2C=CC=CC=2)(C2C=CC=CC=2)C2C=CC=CC=2)[NH:13][C:12]1=[O:38])[CH3:10])([C:4]([CH3:7])([CH3:6])[CH3:5])([CH3:3])[CH3:2].[CH2:39]([O:42][C:43]([N:45]1[CH2:49][CH2:48][CH2:47][C@H:46]1[CH:50]=O)=[O:44])[CH:40]=[CH2:41].C(OCC)(=O)C>C1(C)C=CC=CC=1>[CH2:39]([O:42][C:43]([N:45]1[CH2:49][CH2:48][CH2:47][C@H:46]1/[CH:50]=[CH:17]/[C:16](=[O:37])[CH2:15][C@H:14]1[NH:13][C:12](=[O:38])[C@@H:11]1[C@H:9]([O:8][Si:1]([C:4]([CH3:5])([CH3:6])[CH3:7])([CH3:2])[CH3:3])[CH3:10])=[O:44])[CH:40]=[CH2:41]. Reported procedure: A solution of (3S,4R)-3-[(1R)-1-t-butyldimethylsilyloxyethyl]-4-(3-triphenylphosphoranylidene-2-oxopropyl)-2-oxoazetidine (572 mg) and (2S)-1-allyloxycarbonyl-2-formylpyrrolidine (201.5 mg) in toluene (5 ml) was heated to reflex for three hours. Evaporation of the solvent gave a residue, which was taken up into ethyl acetate. The resultant precipitate was filtered off and washed with ethyl acetate. The filtrate and the washings were combined and evaporated in vacuo. The residue was chromatograph... As a reaction SMILES: [CH:1](=[O:2])[CH2:3][CH2:4][CH2:5][CH2:6][C:7](=[O:8])[O:9][CH3:10].[H:12][H:13].[Mg:14].[NH3:11]>>[CH2:1]([CH2:3][CH2:4][CH2:5][CH2:6][C:7](=[O:8])[O:9][CH3:10])[NH2:11]. Product: COC(=O)CCCCCN. Starting materials: COC(=O)CCCCC=O, [H][H], [Mg], N. Procedure: To a stirred suspension of 65 g of 2-(5-chloro-2-nitrophenoxy)-5-methoxybenzoic acid, methyl ester, in 600 ml of methanol, was added 97.5 ml of 6M KOH solution. This suspension was stirred for 18 hours and the solution which resulted was neutralized with 200 ml of 10% HCl solution. The precipitated crude acid product was collected by filtration and, after recrystallization from acetonitrile, yielded the title compound, mp 232°-234° C. Reaction conditions: time 18 hour. Reactants: ClC=1C=CC(=C(OC2=C(C(=O)OC)C=C(C=C2)OC)C1)[N+](=O)[O-] (2-(5-chloro-2-nitrophenoxy)-5-methoxybenzoic acid, methyl ester), [OH-].[K+] (KOH), Cl (HCl). Yields the product ClC=1C=CC(=C(OC2=C(C(=O)O)C=C(C=C2)OC)C1)[N+](=O)[O-] (2-(5-Chloro-2-nitrophenoxy)-5-methoxybenzoic acid). Solvent: CO (methanol). As a reaction SMILES: [Cl:1][C:2]1[CH:3]=[CH:4][C:5]([N+:21]([O-:23])=[O:22])=[C:6]([CH:20]=1)[O:7][C:8]1[CH:17]=[CH:16][C:15]([O:18][CH3:19])=[CH:14][C:9]=1[C:10]([O:12]C)=[O:11].[OH-].[K+].Cl>CO>[Cl:1][C:2]1[CH:3]=[CH:4][C:5]([N+:21]([O-:23])=[O:22])=[C:6]([CH:20]=1)[O:7][C:8]1[CH:17]=[CH:16][C:15]([O:18][CH3:19])=[CH:14][C:9]=1[C:10]([OH:12])=[O:11] |f:1.2|. Reactants: Cl, CCCCCON=O, Nc1ccc(O)c2cnsc12, [Zn]. Yields the product Oc1cccc2sncc12. Reaction SMILES: [ClH:20].[N:12]([O:13][CH2:14][CH2:15][CH2:16][CH2:17][CH3:18])=[O:19].[NH2:1][c:2]1[cH:3][cH:4][c:5]([OH:11])[c:6]2[cH:7][n:8][s:9][c:10]12.[Zn:21]>>[cH:2]1[cH:3][cH:4][c:5]([OH:11])[c:6]2[cH:7][n:8][s:9][c:10]12. Starting materials: C[Si](C)(C)[N-][Si](C)(C)C.[Li+] (lithium bis(trimethylsilyl)amide), solution, FC=1C=C2CC(NC2=CC1)=O (5-fluoro-1,3-dihydro-indol-2-one), C(=C)C1=CC=C2C(=N1)COC2=O (2-vinyl-7H-furo[3,4-b]pyridin-5-one), Cl (HCl). Run in C1CCOC1 (THF), C1CCOC1 (THF). Run at time 10 minute. Product: FC=1C=C2C(C(NC2=CC1)=O)=C1OCC2=NC(=CC=C21)C=C (5-Fluoro-3-(2-vinyl-7H-furo[3,4-b]pyridin-5-ylidene)-1,3-dihydro-indol-2-one). Isolated yield 23.8%. As a reaction SMILES: [F:1][C:2]1[CH:3]=[C:4]2[C:8](=[CH:9][CH:10]=1)[NH:7][C:6](=[O:11])[CH2:5]2.C[Si]([N-][Si](C)(C)C)(C)C.[Li+].[CH:22]([C:24]1[N:29]=[C:28]2[CH2:30][O:31][C:32](=O)[C:27]2=[CH:26][CH:25]=1)=[CH2:23].Cl>C1COCC1>[F:1][C:2]1[CH:3]=[C:4]2[C:8](=[CH:9][CH:10]=1)[NH:7][C:6](=[O:11])[C:5]2=[C:32]1[C:27]2[C:28](=[N:29][C:24]([CH:22]=[CH2:23])=[CH:25][CH:26]=2)[CH2:30][O:31]1 |f:1.2|. Reported procedure: A solution of 5-fluoro-1,3-dihydro-indol-2-one (1.13 g, 7.44 mmol) in THF (70 mL) is placed under an Argon atmosphere and cooled in an ice bath. A solution of lithium bis(trimethylsilyl)amide (14.9 mL of a 1.0 M solution in THF, 14.9 mmol) is added slowly at 0° C. and the resulting solution is stirred for 10 min. Solid 2-vinyl-7H-furo[3,4-b]pyridin-5-one (600 mg, 3.72 mmol) is added in one portion. The reaction mixture is stirred for 4.5 h and then poured into an aqueous 1N HCl solution (150 mL)... The yield is 78.4%. Procedure details: A mixture of 9-bromo-5-methylsulfonyloxymethyl-6,7-dihydro-1H, 5H-pyrido[1,2,3-de]quinoxaline-2,3-dione (2.3 g, 5.91 mmol) and sodium iodide (7.9 g, 52.7 mmol) in DMF (30 mL) was heated at 60° C. for 22 h and poured into water (400 mL). The precipitates formed was collected by filtration, washed with water, and dried in vacuo to give 1.95 g of the title compound (78%): mp 260°~270.5° C.; 1H NMR (270 MHz, CD3OD) δ7.22 (s, 1H), 7.19 (s, 1H), 4.95~5.07 (m, 1H), 3.50 (dd, 1H, J=10.2, 4 Hz), 3.24 (d,... The solvent is CN(C)C=O (DMF). Reaction conditions: temperature 60 celsius. RXN SMILES: [Br:1][C:2]1[CH:3]=[C:4]2[CH2:16][CH2:15][CH:14]([CH2:17]OS(C)(=O)=O)[N:6]3[C:7](=[O:13])[C:8](=[O:12])[NH:9][C:10]([CH:11]=1)=[C:5]23.[I-:23].[Na+].O>CN(C=O)C>[Br:1][C:2]1[CH:3]=[C:4]2[CH2:16][CH2:15][CH:14]([CH2:17][I:23])[N:6]3[C:7](=[O:13])[C:8](=[O:12])[NH:9][C:10]([CH:11]=1)=[C:5]23 |f:1.2|. Product: BrC=1C=C2C=3N(C(C(NC3C1)=O)=O)C(CC2)CI (9-Bromo-5-iodomethyl-6,7-dihydro-1H, 5H-pyrido[1,2,3-de]quinoxaline-2,3-dione). Starting materials: BrC=1C=C2C=3N(C(C(NC3C1)=O)=O)C(CC2)COS(=O)(=O)C (9-bromo-5-methylsulfonyloxymethyl-6,7-dihydro-1H, 5H-pyrido[1,2,3-de]quinoxaline-2,3-dione), [I-].[Na+] (sodium iodide), O (water). Yields the product CCc1cc([N+](=O)[O-])c(OC)cc1N1CCN(CCS(C)(=O)=O)CC1. Reactants: O=C([O-])[O-], CCc1cc([N+](=O)[O-])c(OC)cc1F, CS(=O)(=O)CCN1CCNCC1, CS(C)=O, Cl, [K+], [K+], O. RXN SMILES: [C:15](=[O:16])([O-:17])[O-:18].[CH2:1]([CH3:2])[c:3]1[c:4]([F:14])[cH:5][c:6]([O:12][CH3:13])[c:7]([N+:9](=[O:10])[O-:11])[cH:8]1.[CH3:22][S:23](=[O:24])(=[O:25])[CH2:26][CH2:27][N:28]1[CH2:29][CH2:30][NH:31][CH2:32][CH2:33]1.[CH3:35][S:36]([CH3:37])=[O:38].[ClH:21].[K+:19].[K+:20].[OH2:34]>>[CH2:1]([CH3:2])[c:3]1[c:4]([N:31]2[CH2:30][CH2:29][N:28]([CH2:27][CH2:26][S:23]([CH3:22])(=[O:24])=[O:25])[CH2:33][CH2:32]2)[cH:5][c:6]([O:12][CH3:13])[c:7]([N+:9](=[O:10])[O-:11])[cH:8]1. As a reaction SMILES: [CH2:4]([CH2:5][CH3:6])[C:7](=[O:8])[CH2:9][CH2:10][CH3:11].[CH:1]#[CH:2].[NH3:12].[Na:3]>>[C:1](#[CH:2])[C:7]([CH2:4][CH2:5][CH3:6])([OH:8])[CH2:9][CH2:10][CH3:11]. Starting materials: CCCC(=O)CCC, C#C, N, [Na]. Product: C#CC(O)(CCC)CCC.